From a dataset of the Open Reaction Database (ORD), a public repository of structured organic reaction records. describe an organic reaction: reactants, conditions, products, and yield The product is Cc1cc(S(=O)(=O)Nc2cccc(N)n2)c(F)cc1Cl. The reactants are Cc1cc(S(=O)(=O)Cl)c(F)cc1Cl, Nc1cccc(N)n1, c1ccncc1. Reaction SMILES: [Cl:9][c:10]1[cH:11][c:12]([F:21])[c:13]([S:17](=[O:18])(=[O:19])[Cl:20])[cH:14][c:15]1[CH3:16].[NH2:1][c:2]1[n:3][c:4]([NH2:8])[cH:5][cH:6][cH:7]1.[cH:22]1[cH:23][cH:24][n:25][cH:26][cH:27]1>>[NH:1]([c:2]1[n:3][c:4]([NH2:8])[cH:5][cH:6][cH:7]1)[S:17]([c:13]1[c:12]([F:21])[cH:11][c:10]([Cl:9])[c:15]([CH3:16])[cH:14]1)(=[O:18])=[O:19]. The reactants are COC(C1=CC(=NC=C1)N)=O (2-amino-isonicotinic acid methyl ester), ice MeOH, C1CC(=O)N(C1=O)Br (NBS). Solvent: CCOC(=O)C (AcOEt), CN(C)C=O (DMF). Conditions: temperature -18 celsius, time 1 hour. The product is COC(C1=CC(=NC=C1Br)N)=O (2-Amino-5-bromo-isonicotinic acid methyl ester). The yield is 35.4%. RXN SMILES: [CH3:1][O:2][C:3](=[O:11])[C:4]1[CH:9]=[CH:8][N:7]=[C:6]([NH2:10])[CH:5]=1.C1C(=O)N([Br:19])C(=O)C1>CN(C=O)C.CCOC(C)=O>[CH3:1][O:2][C:3](=[O:11])[C:4]1[C:9]([Br:19])=[CH:8][N:7]=[C:6]([NH2:10])[CH:5]=1. Procedure details: A solution of 2-amino-isonicotinic acid methyl ester (5.58 g, 36.7 mmol) in DMF (56 mL) was cooled to −18° C. (ice/MeOH bath), treated with NBS (7.21 g, 38.5 mmol), and stirred at −18° C. for 1 h. The reaction mixture was diluted in AcOEt (500 mL) and washed with water (2×250 mL). The organic layer was dried over Na2SO4, filtered and evaporated to yield the crude title compound (3.0 g, 13.0 mmol, 35%) as a yellow solid, which was used in the next step without further purification. MS: 231 [M+1]+... Reactants: N[C@H]1[C@@H](C(OC2=C1C=C(C=C2)C#N)(C)C)O ((3S-trans)-4-amino-3,4-dihydro-3-hydroxy-2,2-dimethyl-2H-1-benzopyran-6-carbonitrile), compound, C(#C)C=1C=C(C=CC1)N1NN=CC1(C(=O)O)C1=CC=CC=C1 (1-(3-ethynylphenyl)-5-phenyl-1,2,3-triazole-5-carboylic acid). Run in CO (MeOH). The product is C(#N)C=1C=CC2=C([C@H]([C@@H](C(O2)(C)C)O)NC(=O)C2(C=NNN2C2=CC(=CC=C2)C#C)C2=CC=CC=C2)C1 ((3 S-trans)-N-(6-Cyano-3,4-dihydro-3-hydroxy-2,2-dimethyl-2H-1-benzopyran-4-yl)-1-(3-ethynylphenyl)-5-phenyl-1,2,3-triazole-5-carboxamide). Reaction SMILES: [NH2:1][C@@H:2]1[C:7]2[CH:8]=[C:9]([C:12]#[N:13])[CH:10]=[CH:11][C:6]=2[O:5][C:4]([CH3:15])([CH3:14])[C@H:3]1[OH:16].[C:17]([C:19]1[CH:20]=[C:21]([N:25]2[C:29]([C:33]3[CH:38]=[CH:37][CH:36]=[CH:35][CH:34]=3)([C:30](O)=[O:31])[CH:28]=[N:27][NH:26]2)[CH:22]=[CH:23][CH:24]=1)#[CH:18]>CO>[C:12]([C:9]1[CH:10]=[CH:11][C:6]2[O:5][C:4]([CH3:14])([CH3:15])[C@@H:3]([OH:16])[C@H:2]([NH:1][C:30]([C:29]3([C:33]4[CH:38]=[CH:37][CH:36]=[CH:35][CH:34]=4)[N:25]([C:21]4[CH:22]=[CH:23][CH:24]=[C:19]([C:17]#[CH:18])[CH:20]=4)[NH:26][N:27]=[CH:28]3)=[O:31])[C:7]=2[CH:8]=1)#[N:13]. Procedure details: The title compound was prepared from (3S-trans)-4-amino-3,4-dihydro-3-hydroxy-2,2-dimethyl-2H-1-benzopyran-6-carbonitrile (the title B compound of Example 1) and 1-(3-ethynylphenyl)-5-phenyl-1,2,3-triazole-5-carboylic acid by the same method as described for the title compound of Example 2 to afford a white solid, m.p. 115°-125° C. (softens at 81° C.). [α]D =-110.1° (c=0.69, MeOH).